This data is from the Open Reaction Database (ORD), a public repository of structured organic reaction records. The task is: describe an organic reaction: reactants, conditions, products, and yield The reactants are C(CCCCCCC)(=O)[O-].[Ni+2].C(CCCCCCC)(=O)[O-] (nickel octanoate). The solvent is C1CCCCC1 (cyclohexane). The product is C(CCCCCCC)(=O)[O-].[Ni+2].C(CCCCCCC)(=O)[O-] (nickel octanoate), [Ni] (nickel). Reaction SMILES: [C:1]([O-:10])(=[O:9])[CH2:2][CH2:3][CH2:4][CH2:5][CH2:6][CH2:7][CH3:8].[Ni+2:11].[C:12]([O-:21])(=[O:20])[CH2:13][CH2:14][CH2:15][CH2:16][CH2:17][CH2:18][CH3:19]>C1CCCCC1>[C:1]([O-:10])(=[O:9])[CH2:2][CH2:3][CH2:4][CH2:5][CH2:6][CH2:7][CH3:8].[Ni+2:11].[C:12]([O-:21])(=[O:20])[CH2:13][CH2:14][CH2:15][CH2:16][CH2:17][CH2:18][CH3:19].[Ni:11] |f:0.1.2,4.5.6|. Procedure details: Hydrogenation of the epoxy-terminated polyisoprene having a theoretical average number molecular weight of about 2000 was accomplished as follows: In a flame dried flask, 7.15 grams of the oxirane functional polyisoprene was dissolved in 80 ml of cyclohexane and transferred to a dry Parr reactor under nitrogen. A nickel octanoate solution prepared by dissolving 3.0 grams of nickel octanoate in 300 ml of dry cyclohexane, 7.2 ml, (0.2 mole percent based on the number of double bonds to be hydrogen... The reactants are CN(C)C=C1CC(NC2=C(C1=O)C=C(C=C2)F)=O (4-[(dimethylamino)methylene]-7-fluoro-3,4-dihydro-1H-benzazepine-2,5-dione), Cl.C(CCC)(=N)N (butyramidine hydrochloride). The product is FC=1C=CC2=C(C3=C(CC(N2)=O)C=NC(=N3)CCC)C1 (10-Fluoro-5,7-dihydro-2-propyl-6H-pyrimido[5,4-d][1]benzazepin-6-one). Isolated yield 50.0%. RXN SMILES: CN([CH:4]=[C:5]1[C:11](=O)[C:10]2[CH:13]=[C:14]([F:17])[CH:15]=[CH:16][C:9]=2[NH:8][C:7](=[O:18])[CH2:6]1)C.Cl.[C:20]([NH2:25])(=[NH:24])[CH2:21][CH2:22][CH3:23]>>[F:17][C:14]1[CH:15]=[CH:16][C:9]2[NH:8][C:7](=[O:18])[CH2:6][C:5]3[CH:4]=[N:24][C:20]([CH2:21][CH2:22][CH3:23])=[N:25][C:11]=3[C:10]=2[CH:13]=1 |f:1.2|. Procedure details: Analogous to Scheme 1, from 4-[(dimethylamino)methylene]-7-fluoro-3,4-dihydro-1H-benzazepine-2,5-dione and butyramidine hydrochloride. Yield: 50%. The reactants are C(=O)([O-])[O-].[Na+].[Na+] (Na2CO3), C12(CC3CC(CC(C1)C3)C2)CN2C(CC3=CC=C(C=C23)Br)=O (1-Adamantan-1-ylmethyl-6-bromo-1,3-dihydro-indol-2-one), C(#N)C1=CC=C(C=C1)B(O)O (4-cyanobenzene boronic acid). Product: C12(CC3CC(CC(C1)C3)C2)CN2C(CC3=CC=C(C=C23)C2=CC=C(C#N)C=C2)=O (4-(1-Adamantan-1-ylmethyl-2-oxo-2,3-dihydro-1H-indol-6-yl)-benzonitrile). The reagents and catalysts are C=1C=CC(=CC1)[P](C=2C=CC=CC2)(C=3C=CC=CC3)[Pd]([P](C=4C=CC=CC4)(C=5C=CC=CC5)C=6C=CC=CC6)([P](C=7C=CC=CC7)(C=8C=CC=CC8)C=9C=CC=CC9)[P](C=1C=CC=CC1)(C=1C=CC=CC1)C=1C=CC=CC1 (tetrakis(triphenylphosphine)palladium). Solvent: C1(=CC=CC=C1)C (toluene), CCO (EtOH), O (water). Conditions: temperature 100 celsius. The yield is 36.1%. Reported procedure: 1-Adamantan-1-ylmethyl-6-bromo-1,3-dihydro-indol-2-one (1.06 g, 2.9 mmol) was dissolved in a previously degassed solution of 18 ml of toluene and 3 ml of EtOH under an atmosphere of dry N2. To this solution was added tetrakis(triphenylphosphine)palladium (0) (133 mg, 0.12 mmol) followed by a solution of Na2CO3 (707 mg, 6.67 mmol) dissolved in 5 ml of water. To this solution was added 4-cyanobenzene boronic acid (640 mg, 4.35 mmol) and the reaction mixture was then heated to 100° C. and reacted a... Reaction SMILES: [C:1]12([CH2:11][N:12]3[C:20]4[C:15](=[CH:16][CH:17]=[C:18](Br)[CH:19]=4)[CH2:14][C:13]3=[O:22])[CH2:10][CH:5]3[CH2:6][CH:7]([CH2:9][CH:3]([CH2:4]3)[CH2:2]1)[CH2:8]2.C([O-])([O-])=O.[Na+].[Na+].[C:29]([C:31]1[CH:36]=[CH:35][C:34](B(O)O)=[CH:33][CH:32]=1)#[N:30]>C1(C)C=CC=CC=1.CCO.O.C1C=CC([P]([Pd]([P](C2C=CC=CC=2)(C2C=CC=CC=2)C2C=CC=CC=2)([P](C2C=CC=CC=2)(C2C=CC=CC=2)C2C=CC=CC=2)[P](C2C=CC=CC=2)(C2C=CC=CC=2)C2C=CC=CC=2)(C2C=CC=CC=2)C2C=CC=CC=2)=CC=1>[C:1]12([CH2:11][N:12]3[C:20]4[C:15](=[CH:16][CH:17]=[C:18]([C:34]5[CH:35]=[CH:36][C:31]([C:29]#[N:30])=[CH:32][CH:33]=5)[CH:19]=4)[CH2:14][C:13]3=[O:22])[CH2:10][CH:5]3[CH2:6][CH:7]([CH2:9][CH:3]([CH2:4]3)[CH2:2]1)[CH2:8]2 |f:1.2.3,^1:54,56,75,94|. Reactants: BrC1=CC=2N(C[C@@H](N(C2N=C1)C(C)=O)C)S(=O)(=O)C1=CC=C(C)C=C1 ((S)-1-(7-bromo-3-methyl-1-tosyl-2,3-dihydropyrido[3,2-b]pyrazin-4(1H)-yl)ethanone), S(O)(O)(=O)=O (sulfuric acid), ice. Product: BrC1=CC=2NC[C@@H](N(C2N=C1)C(C)=O)C ((5)-1-(7-bromo-3-methyl-2,3-dihydropyrido[3,2-b]pyrazin-4(1H)-yl)ethanone). Isolated yield 50.2%. Reaction SMILES: [Br:1][C:2]1[CH:11]=[N:10][C:9]2[N:8]([C:12](=[O:14])[CH3:13])[C@@H:7]([CH3:15])[CH2:6][N:5](S(C3C=CC(C)=CC=3)(=O)=O)[C:4]=2[CH:3]=1.S(=O)(=O)(O)O>>[Br:1][C:2]1[CH:11]=[N:10][C:9]2[N:8]([C:12](=[O:14])[CH3:13])[C@@H:7]([CH3:15])[CH2:6][NH:5][C:4]=2[CH:3]=1. Reported procedure: A 50-mL round bottomed flask was charged with (S)-1-(7-bromo-3-methyl-1-tosyl-2,3-dihydropyrido[3,2-b]pyrazin-4(1H)-yl)ethanone (1.2 g, 2.83 mmol) and sulfuric acid (5.79 mL, 109 mmol). A slight exotherm was observed. The mixture was stirred until all the substrate dissolved (ca. 20-30 min). After a total of 30-45 min, the pale yellow solution was carefully pipetted onto crushed ice (50 g). The flask was rinsed with a small portion of water (ca. 2 mL), which was also added to the crushed ice. Th... The reactants are CC(C)O, COC(=O)c1ccc(C(=O)NCc2nc3cc(Cl)ccc3[nH]2)cc1Cl, [Na+], [OH-], O. Yields the product O=C(NCc1nc2cc(Cl)ccc2[nH]1)c1ccc(C(=O)O)c(Cl)c1. As a reaction SMILES: [CH:29]([OH:30])([CH3:31])[CH3:32].[Cl:1][c:2]1[cH:3][c:4]([C:5](=[O:6])[NH:7][CH2:8][c:9]2[n:10][c:11]3[c:12]([nH:13]2)[cH:14][cH:15][c:16]([Cl:18])[cH:17]3)[cH:19][cH:20][c:21]1[C:22](=[O:23])[O:24][CH3:25].[Na+:27].[OH-:26].[OH2:28]>>[Cl:1][c:2]1[cH:3][c:4]([C:5](=[O:6])[NH:7][CH2:8][c:9]2[n:10][c:11]3[c:12]([nH:13]2)[cH:14][cH:15][c:16]([Cl:18])[cH:17]3)[cH:19][cH:20][c:21]1[C:22](=[O:23])[OH:24]. Starting materials: C1(=CC=CC=C1)C1=CC2=C(OCCN2C=2C=NC=CC2)N=C1C1=CC=C(C=C1)C1(CCC1)NC(OC(C)(C)C)=O (tert-Butyl 1-(4-(7-phenyl-1-(pyridin-3-yl)-2,3-dihydro-1H-pyrido[2,3-b][1,4]oxazin-6-yl)phenyl)cyclobutylcarbamate). The solvent is C(=O)(C(F)(F)F)O (TFA). Conditions: time 30 second. Product: C1(=CC=CC=C1)C1=CC2=C(OCCN2C=2C=NC=CC2)N=C1C1=CC=C(C=C1)C1(CCC1)N (1-(4-(7-phenyl-1-(pyridin-3-yl)-2,3-dihydro-1H-pyrido[2,3-b][1,4]oxazin-6-yl)phenyl)cyclobutanamine). The yield is 48.4%. As a reaction SMILES: [C:1]1([C:7]2[C:22]([C:23]3[CH:28]=[CH:27][C:26]([C:29]4([NH:33]C(=O)OC(C)(C)C)[CH2:32][CH2:31][CH2:30]4)=[CH:25][CH:24]=3)=[N:21][C:10]3[O:11][CH2:12][CH2:13][N:14]([C:15]4[CH:16]=[N:17][CH:18]=[CH:19][CH:20]=4)[C:9]=3[CH:8]=2)[CH:6]=[CH:5][CH:4]=[CH:3][CH:2]=1>C(O)(C(F)(F)F)=O>[C:1]1([C:7]2[C:22]([C:23]3[CH:24]=[CH:25][C:26]([C:29]4([NH2:33])[CH2:32][CH2:31][CH2:30]4)=[CH:27][CH:28]=3)=[N:21][C:10]3[O:11][CH2:12][CH2:13][N:14]([C:15]4[CH:16]=[N:17][CH:18]=[CH:19][CH:20]=4)[C:9]=3[CH:8]=2)[CH:6]=[CH:5][CH:4]=[CH:3][CH:2]=1. Reported procedure: tert-Butyl 1-(4-(7-phenyl-1-(pyridin-3-yl)-2,3-dihydro-1H-pyrido[2,3-b][1,4]oxazin-6-yl)phenyl)cyclobutylcarbamate (10 mg, 0.019 mmol) was dissolved in TFA (2 mL) and stirred for 30 seconds. The solution was immediately concentrated to dryness under reduced pressure. The residue was dissolved in diethyl ether (˜2 mL) and concentrated to dryness under reduced pressure three times. The residue was then slurried in diethyl ether (2 mL) and after settling the supernatant solvent removed by pipette. ... Reactants: CC1NC(=O)CC1O[Si](C)(C)C(C)(C)C, O=C([O-])[O-], [Cs+], [Cs+], N#Cc1ccc(I)cc1C(F)(F)F, O=C(C=Cc1ccccc1)C=Cc1ccccc1, O=C(C=Cc1ccccc1)C=Cc1ccccc1, O=C(C=Cc1ccccc1)C=Cc1ccccc1, [Pd], [Pd], CC1(C)c2cccc(P(c3ccccc3)c3ccccc3)c2Oc2c(P(c3ccccc3)c3ccccc3)cccc21. Yields the product CC1C(O[Si](C)(C)C(C)(C)C)CC(=O)N1c1ccc(C#N)c(C(F)(F)F)c1. As a reaction SMILES: [C:1]([CH3:2])([CH3:3])([CH3:4])[Si:5]([O:6][CH:7]1[CH2:8][C:9](=[O:13])[NH:10][CH:11]1[CH3:12])([CH3:14])[CH3:15].[C:29](=[O:30])([O-:31])[O-:32].[Cs+:33].[Cs+:34].[I:16][c:17]1[cH:18][c:19]([C:25]([F:26])([F:27])[F:28])[c:20]([C:21]#[N:22])[cH:23][cH:24]1.[O:115]=[C:116]([CH:117]=[CH:118][c:119]1[cH:120][cH:121][cH:122][cH:123][cH:124]1)[CH:125]=[CH:126][c:127]1[cH:128][cH:129][cH:130][cH:131][cH:132]1.[O:79]=[C:80]([CH:81]=[CH:82][c:83]1[cH:84][cH:85][cH:86][cH:87][cH:88]1)[CH:89]=[CH:90][c:91]1[cH:92][cH:93][cH:94][cH:95][cH:96]1.[O:97]=[C:98]([CH:99]=[CH:100][c:101]1[cH:102][cH:103][cH:104][cH:105][cH:106]1)[CH:107]=[CH:108][c:109]1[cH:110][cH:111][cH:112][cH:113][cH:114]1.[Pd:77].[Pd:78].[c:35]1([P:36]([c:37]2[cH:38][cH:39][cH:40][cH:41][cH:42]2)[c:43]2[c:44]3[c:68]([cH:69][cH:70][cH:71]2)[C:65]([CH3:66])([CH3:67])[c:47]2[c:46]([c:51]([P:52]([c:53]4[cH:54][cH:55][cH:56][cH:57][cH:58]4)[c:59]4[cH:60][cH:61][cH:62][cH:63][cH:64]4)[cH:50][cH:49][cH:48]2)[O:45]3)[cH:72][cH:73][cH:74][cH:75][cH:76]1>>[C:1]([CH3:2])([CH3:3])([CH3:4])[Si:5]([O:6][CH:7]1[CH2:8][C:9](=[O:13])[N:10]([c:17]2[cH:18][c:19]([C:25]([F:26])([F:27])[F:28])[c:20]([C:21]#[N:22])[cH:23][cH:24]2)[CH:11]1[CH3:12])([CH3:14])[CH3:15]. The reactants are C(C)(C)(C)OC(NC1=C(C=C(C(=C1)C)C(F)(F)F)N)=O ((2-amino-5-methyl-4-trifluoromethyl-phenyl)-carbamic acid tert-butyl ester), C(C)(C)(C)OC(CC(=O)C1=CC(=CC=C1)C=1C=NC(=CC1C)C)=O (3-[3-(4,6-dimethyl-pyridin-3-yl)-phenyl]-3-oxo-propionic acid tert-butyl ester). Yields the product C(C)(C)(C)OC(NC1=C(C=C(C(=C1)C)C(F)(F)F)NC(CC(=O)C1=CC(=CC=C1)C=1C=NC(=CC1C)C)=O)=O ((2-{3-[3-(4,6-Dimethyl-pyridin-3-yl)-phenyl]-3-oxo-propionylamino}-5-methyl-4-trifluoromethyl-phenyl)-carbamic acid tert-butyl ester), foam. The yield is 79.0%. As a reaction SMILES: [C:1]([O:5][C:6](=[O:20])[NH:7][C:8]1[CH:13]=[C:12]([CH3:14])[C:11]([C:15]([F:18])([F:17])[F:16])=[CH:10][C:9]=1[NH2:19])([CH3:4])([CH3:3])[CH3:2].C([O:25][C:26](=O)[CH2:27][C:28]([C:30]1[CH:35]=[CH:34][CH:33]=[C:32]([C:36]2[CH:37]=[N:38][C:39]([CH3:43])=[CH:40][C:41]=2[CH3:42])[CH:31]=1)=[O:29])(C)(C)C>>[C:1]([O:5][C:6](=[O:20])[NH:7][C:8]1[CH:13]=[C:12]([CH3:14])[C:11]([C:15]([F:18])([F:17])[F:16])=[CH:10][C:9]=1[NH:19][C:26](=[O:25])[CH2:27][C:28]([C:30]1[CH:35]=[CH:34][CH:33]=[C:32]([C:36]2[CH:37]=[N:38][C:39]([CH3:43])=[CH:40][C:41]=2[CH3:42])[CH:31]=1)=[O:29])([CH3:4])([CH3:2])[CH3:3]. Procedure details: The title compound was prepared from (2-amino-5-methyl-4-trifluoromethyl-phenyl)-carbamic acid tert-butyl ester (Example J20) (218 mg, 0.75 mmol) and 3-[3-(4,6-dimethyl-pyridin-3-yl)-phenyl]-3-oxo-propionic acid tert-butyl ester (Example K32) (244 mg, 0.75 mmol) according to the general procedure M. Obtained as a light yellow foam (322 mg, 79%). The reactants are C[O-].[Na+] (sodium methoxide), ClCCN(CC)CC (2-chloroethyldiethyl amine), OC1=C2C=3C=CC(=CC3C(C2=CC=C1)=O)OC (5-hydroxy-2-methoxy-fluoren-9-one), CO (methanol). Run in ClC1=CC=CC=C1 (chlorobenzene). The product is hydrochloride salt, C(C)N(CCOC1=C2C=3C=CC(=CC3C(C2=CC=C1)=O)OC)CC (5-(2-Diethylamino-ethoxy)-2-methoxy-fluoren-9-one). Reaction SMILES: [OH:1][C:2]1[CH:14]=[CH:13][CH:12]=[C:11]2[C:3]=1[C:4]1[CH:5]=[CH:6][C:7]([O:16][CH3:17])=[CH:8][C:9]=1[C:10]2=[O:15].CO.C[O-].[Na+].Cl[CH2:24][CH2:25][N:26]([CH2:29][CH3:30])[CH2:27][CH3:28]>ClC1C=CC=CC=1>[CH2:25]([N:26]([CH2:29][CH3:30])[CH2:27][CH2:28][O:1][C:2]1[CH:14]=[CH:13][CH:12]=[C:11]2[C:3]=1[C:4]1[CH:5]=[CH:6][C:7]([O:16][CH3:17])=[CH:8][C:9]=1[C:10]2=[O:15])[CH3:24] |f:2.3|. Procedure details: In a manner analogous to Example 3D1, combine 5-hydroxy-2-methoxy-fluoren-9-one (0.35 g, 1.5 mmole), 3 mL methanol and sodium methoxide (0.12 g, 2.1 mole) in 10 mL chlorobenzene. After cooling, add the specially prepared free base 2-chloroethyldiethyl amine to obtain the hydrochloride salt of the title compound as a yellow-orange powder. m.p. 196°-199° C. (dec.). Yield 0.387 g, 72%.